Dataset: the Open Reaction Database (ORD), a public repository of structured organic reaction records. Task: describe an organic reaction: reactants, conditions, products, and yield Starting materials: OCCBr, O=C([O-])[O-], CN(C)C=O, CCCNC(=O)Nc1ccc(Oc2ccnc3cc(O)c(OC)cc23)cc1Cl, [K+], [K+], O. Product: CCCNC(=O)Nc1ccc(Oc2ccnc3cc(OCCO)c(OC)cc23)cc1Cl. As a reaction SMILES: [Br:35][CH2:36][CH2:37][OH:38].[C:29](=[O:30])([O-:31])[O-:32].[CH3:40][N:41]([CH3:42])[CH:43]=[O:44].[Cl:1][c:2]1[c:3]([NH:22][C:23](=[O:24])[NH:25][CH2:26][CH2:27][CH3:28])[cH:4][cH:5][c:6]([O:8][c:9]2[cH:10][cH:11][n:12][c:13]3[cH:14][c:15]([OH:21])[c:16]([O:19][CH3:20])[cH:17][c:18]23)[cH:7]1.[K+:33].[K+:34].[OH2:39]>>[Cl:1][c:2]1[c:3]([NH:22][C:23](=[O:24])[NH:25][CH2:26][CH2:27][CH3:28])[cH:4][cH:5][c:6]([O:8][c:9]2[cH:10][cH:11][n:12][c:13]3[cH:14][c:15]([O:21][CH2:36][CH2:37][OH:38])[c:16]([O:19][CH3:20])[cH:17][c:18]23)[cH:7]1. Starting materials: FC(C(=O)OC(C(F)(F)F)=O)(F)F (trifluoroacetic anhydride), C([O-])(O)=O.[Na+] (sodium bicarbonate), COCN1C2=C(SC3=C1C=C(C=C3)C=3SCC(N3)O)N=CC=N2 (2-(10-methoxymethyl-10H-pyrazino[2,3-b][1,4]benzothiazin-8-yl)-4,5-dihydro-1,3-thiazol-4-ol), N1=CC=CC=C1 (pyridine). Run in COCCOC (1,2-dimethoxyethane), C(C)(=O)OCC (ethyl acetate). Yields the product S1C(=NC=C1)C=1C=CC2=C(NC3=C(S2)N=CC=N3)C1 (8-(Thiazol-2-yl)-10H-pyrazino[2,3-b][1,4]benzothiazine). The yield is 62.3%. As a reaction SMILES: COC[N:4]1[C:9]2[CH:10]=[C:11]([C:14]3[S:15][CH2:16][CH:17](O)[N:18]=3)[CH:12]=[CH:13][C:8]=2[S:7][C:6]2[N:20]=[CH:21][CH:22]=[N:23][C:5]1=2.N1C=CC=CC=1.FC(F)(F)C(OC(=O)C(F)(F)F)=O.C(=O)(O)[O-].[Na+]>COCCOC.C(OCC)(=O)C>[S:15]1[CH:16]=[CH:17][N:18]=[C:14]1[C:11]1[CH:12]=[CH:13][C:8]2[S:7][C:6]3[N:20]=[CH:21][CH:22]=[N:23][C:5]=3[NH:4][C:9]=2[CH:10]=1 |f:3.4|. Procedure: 450 mg of 2-(10-methoxymethyl-10H-pyrazino[2,3-b][1,4]benzothiazin-8-yl)-4,5-dihydro-1,3-thiazol-4-ol and 0.83 ml of pyridine were dissolved in 15 ml of 1,2-dimethoxyethane. While stirring the reaction mixture under ice-cooling, 300 mg of trifluoroacetic anhydride was dropped thereinto and the resulting mixture was stirred for 1 hour. Then the reaction mixture was distributed into an aqueous solution of sodium bicarbonate and ethyl acetate. The organic layer was extracted, washed with water and ... Reactants: C(C1=CC=CC=C1)(=O)CCCC(=O)N1[C@H](C(=O)O)CCC1 (1-(4-Benzoylbutyryl)-L-proline), C(C)(=O)O (acetic acid), O (water), C(C)(=O)O (acetic acid), BrBr (bromine). The solvent is ClCCl (dichloromethane). Run at time 18 hour. Yields the product BrC(CCC(=O)N1[C@H](C(=O)O)CCC1)C(C1=CC=CC=C1)=O (1-(4-Bromo-4-benzoylbutyryl)-L-proline). RXN SMILES: [C:1]([CH2:9][CH2:10][CH2:11][C:12]([N:14]1[CH2:21][CH2:20][CH2:19][C@H:15]1[C:16]([OH:18])=[O:17])=[O:13])(=[O:8])[C:2]1[CH:7]=[CH:6][CH:5]=[CH:4][CH:3]=1.C(O)(=O)C.[Br:26]Br.O>ClCCl>[Br:26][CH:9]([C:1](=[O:8])[C:2]1[CH:3]=[CH:4][CH:5]=[CH:6][CH:7]=1)[CH2:10][CH2:11][C:12]([N:14]1[CH2:21][CH2:20][CH2:19][C@H:15]1[C:16]([OH:18])=[O:17])=[O:13]. Procedure details: To a solution of 11.5 g. of 1-(4-benzoylbutyryl)-L-proline (Example 41) in 115 ml. of acetic acid is added dropwise a solution of 6.4 g. of bromine in 25 ml. of acetic acid. The mixture is stirred for 18 hours, reduced to 1/3 its volume, poured into ice and water and extracted with dichloromethane. The organic extract is washed with water and saline, dried over magnesium sulfate and evaporated in vacuo to a yellow gum. This gum is dissolved in dichloromethane, placed on a 11/2"×24" column of sil... Starting materials: C(C)(C)(C)C1=CC(=C(C=C1)C=1N([C@@H]([C@@H](N1)C1=CC=C(C=C1)Cl)C1=CC=C(C=C1)Cl)C(=O)Cl)OCC(F)(F)F ((4S,5R)-2-[4-tert-butyl-2-(2,2,2-trifluoro-ethoxy)-phenyl]-4,5-bis-(4-chloro-phenyl)-4,5-dihydro-imidazole-1-carbonyl chloride), N1(CCOCC1)C(CN1CCNCC1)=O (1-morpholin-4-yl-2-piperazin-1-yl-ethanone). The product is Cl.N1(CCOCC1)C(C)=O (1-morpholin-4-yl-ethanone hydrochloride). RXN SMILES: C(C1C=CC(C2N(C(Cl)=O)[C@H](C3C=CC(Cl)=CC=3)[C@H](C3C=CC([Cl:22])=CC=3)N=2)=C(OCC(F)(F)F)C=1)(C)(C)C.[N:39]1([C:45](=[O:53])[CH2:46]N2CCNCC2)[CH2:44][CH2:43][O:42][CH2:41][CH2:40]1>>[ClH:22].[N:39]1([C:45](=[O:53])[CH3:46])[CH2:44][CH2:43][O:42][CH2:41][CH2:40]1 |f:2.3|. Reported procedure: (4S,5R)-2-[4-tert-butyl-2-(2,2,2-trifluoro-ethoxy)-phenyl]-4,5-bis-(4-chloro-phenyl)-4,5-dihydro-imidazole-1-carbonyl]-piperazin-1-yl}-1-morpholin-4-yl-ethanone hydrochloride was prepared from (4S,5R)-2-[4-tert-butyl-2-(2,2,2-trifluoro-ethoxy)-phenyl]-4,5-bis-(4-chloro-phenyl)-4,5-dihydro-imidazole-1-carbonyl chloride (example 12l) and 1-morpholin-4-yl-2-piperazin-1-yl-ethanone (Oakwood Products) in an analogous manner as described in example 25. LR-MS: 760.5 [(M+H)+] Reactants: Me2S—BH3, B1(N2CCC[C@@H]2C(O1)(C3=CC=CC=C3)C4=CC=CC=C4)C ((R)-(+)-2-methyl-CBS-oxazaborolidine), COC1(C(COCC1)=O)OC (4,4-dimethoxydihydro-2H-pyran-3(4H)-one), COC1(C(COCC1)=O)OC (4,4-dimethoxydihydro-2H-pyran-3(4H)-one). Run in C1CCOC1 (THF), C1CCOC1 (THF), C1CCOC1 (THF). Run at temperature 40 celsius, time 18 hour. Yields the product COC1([C@H](COCC1)O)OC ((S)-4,4-dimethoxytetrahydro-2H-pyran-3-ol). Yield: 84.1%. As a reaction SMILES: B1(C)OC(C2C=CC=CC=2)(C2C=CC=CC=2)[C@@H]2N1CCC2.[CH3:22][O:23][C:24]1([O:31][CH3:32])[CH2:29][CH2:28][O:27][CH2:26][C:25]1=[O:30]>C1COCC1>[CH3:22][O:23][C:24]1([O:31][CH3:32])[CH2:29][CH2:28][O:27][CH2:26][C@@H:25]1[OH:30]. Procedure details: A 5-L 4-neck round bottom flask equipped with an overhead air stirrer, addition funnel with nitrogen inlet adapter, condenser, and a thermocouple was charged with (R)-(+)-2-methyl-CBS-oxazaborolidine (34 g, 0.12 mol) and THF (1.2 L). The mixture was warmed under nitrogen to 40° C. then Me2S—BH3 (63 mL, 0.67 mol) was added to the THF-catalyst mixture via syringe. An addition funnel was charged with 4,4-dimethoxydihydro-2H-pyran-3(4H)-one (as prepared in Intermediate 1, Step B, 96 g, 0.59 mol) in ... As a reaction SMILES: [CH3:1][NH:2][C:3](=[O:4])[N:5]([CH2:6][CH2:7][C:8](=[O:9])[OH:10])[c:11]1[cH:12][c:13]([C:17]([F:18])([F:19])[F:20])[cH:14][cH:15][cH:16]1.[CH3:22][C:23](=[O:24])[OH:25].[ClH:21].[OH2:26]>>[CH3:1][N:2]1[C:3](=[O:4])[N:5]([c:11]2[cH:12][c:13]([C:17]([F:18])([F:19])[F:20])[cH:14][cH:15][cH:16]2)[CH2:6][CH2:7][C:8]1=[O:9]. Product: CN1C(=O)CCN(c2cccc(C(F)(F)F)c2)C1=O. Starting materials: CNC(=O)N(CCC(=O)O)c1cccc(C(F)(F)F)c1, CC(=O)O, Cl, O. The reactants are ClC1=CC(=CC=C1)[N+](=O)[O-] (1-chloro-3-nitrobenzene), o-methoxylamine hydrochloride, CN(C=O)C (N,N-dimethylformamide), cuprous chloride, CC(C)([O-])C.[K+] (potassium tert-butoxide), CN(C=O)C (N,N-dimethylformamide). Reaction conditions: temperature 15 celsius, time 1 hour. Product: ClC1=C(N)C(=CC=C1)[N+](=O)[O-] (2-chloro-6-nitroaniline). RXN SMILES: [Cl:1][C:2]1[CH:7]=[CH:6][CH:5]=[C:4]([N+:8]([O-:10])=[O:9])[CH:3]=1.CC(C)([O-])C.[K+].C[N:18](C)C=O>>[Cl:1][C:2]1[CH:7]=[CH:6][CH:5]=[C:4]([N+:8]([O-:10])=[O:9])[C:3]=1[NH2:18] |f:1.2|. Procedure details: 1-chloro-3-nitrobenzene (3.1 g, 0.0197 mol) and o-methoxylamine hydrochloride (2.02 g, 0.0236 mol) were dissolved in N,N-dimethylformamide (15 mL). The solution was added drop wise in 15 min to a suspension of cuprous chloride and potassium tert-butoxide (11.07 g, 0.965 mol) in N,N-dimethylformamide (15 mL) cooled in a 15° C. bath. The cold bath was removed; the mixture was allowed to come to RT and stirred for 1 h. The reaction was quenched with aqueous ammonium chloride solution and extracted ... Reactants: C1CCOC1, CCO, CCCCCCC(OC)c1cccc(-c2csc(NC(=O)c3cc(Cl)c(C=C(C)C(=O)OCC)c(Cl)c3)n2)c1OC, Cl, [Na+], [OH-]. Yields the product CCCCCCC(OC)c1cccc(-c2csc(NC(=O)c3cc(Cl)c(C=C(C)C(=O)O)c(Cl)c3)n2)c1OC. RXN SMILES: [CH2:45]1[O:46][CH2:47][CH2:48][CH2:49]1.[CH3:50][CH2:51][OH:52].[Cl:1][c:2]1[c:3]([CH:34]=[C:35]([C:36](=[O:37])[O:38][CH2:39][CH3:40])[CH3:41])[c:4]([Cl:33])[cH:5][c:6]([C:8]([NH:9][c:10]2[s:11][cH:12][c:13](-[c:15]3[c:16]([O:30][CH3:31])[c:17]([CH:21]([CH2:22][CH2:23][CH2:24][CH2:25][CH2:26][CH3:27])[O:28][CH3:29])[cH:18][cH:19][cH:20]3)[n:14]2)=[O:32])[cH:7]1.[ClH:44].[Na+:43].[OH-:42]>>[Cl:1][c:2]1[c:3]([CH:34]=[C:35]([C:36](=[O:37])[OH:38])[CH3:41])[c:4]([Cl:33])[cH:5][c:6]([C:8]([NH:9][c:10]2[s:11][cH:12][c:13](-[c:15]3[c:16]([O:30][CH3:31])[c:17]([CH:21]([CH2:22][CH2:23][CH2:24][CH2:25][CH2:26][CH3:27])[O:28][CH3:29])[cH:18][cH:19][cH:20]3)[n:14]2)=[O:32])[cH:7]1. Starting materials: C1CCOC1, CC(C)[N-]C(C)C, N#Cc1c(Cl)cccc1Cl, [Li+], O=C=O, O. Product: N#Cc1c(Cl)ccc(C(=O)O)c1Cl. Reaction SMILES: [CH2:23]1[O:24][CH2:25][CH2:26][CH2:27]1.[CH:1]([N-:2][CH:3]([CH3:4])[CH3:5])([CH3:6])[CH3:7].[Cl:9][c:10]1[cH:11][cH:12][cH:13][c:14]([Cl:15])[c:16]1[C:17]#[N:18].[Li+:8].[O:19]=[C:20]=[O:21].[OH2:22]>>[Cl:9][c:10]1[cH:11][cH:12][c:13]([C:20](=[O:19])[OH:21])[c:14]([Cl:15])[c:16]1[C:17]#[N:18]. The reactants are OC1=CC=C(C(=O)C2=CN(C3=CC=CC=C23)CCCC(=O)OCC)C=C1 (ethyl 4-[3-(4-hydroxybenzoyl)indol-1-yl]butyrate), BrC(C(C)(C)C)C1=CC=C(C=C1)CC(C)C (1-bromo-2,2-dimethyl-1-(4isobutylphenyl)propane), C([O-])([O-])=O.[K+].[K+] (potassium carbonate). Solvent: CN(C=O)C (N,N-dimethylformamide). Run at temperature 60 celsius, time 20 hour. The product is CC(C(OC1=CC=C(C(=O)C2=CN(C3=CC=CC=C23)CCCC(=O)OCC)C=C1)C1=CC=C(C=C1)CC(C)C)(C)C (ethyl 4-[3-[4-[2,2-dimethyl-1-(4-isobutylphenyl)propyloxy]benzoyl]indol-1-yl]butyrate). The yield is 47.7%. As a reaction SMILES: [OH:1][C:2]1[CH:26]=[CH:25][C:5]([C:6]([C:8]2[C:16]3[C:11](=[CH:12][CH:13]=[CH:14][CH:15]=3)[N:10]([CH2:17][CH2:18][CH2:19][C:20]([O:22][CH2:23][CH3:24])=[O:21])[CH:9]=2)=[O:7])=[CH:4][CH:3]=1.Br[CH:28]([C:33]1[CH:38]=[CH:37][C:36]([CH2:39][CH:40]([CH3:42])[CH3:41])=[CH:35][CH:34]=1)[C:29]([CH3:32])([CH3:31])[CH3:30].C(=O)([O-])[O-].[K+].[K+]>CN(C)C=O>[CH3:30][C:29]([CH3:31])([CH3:32])[CH:28]([C:33]1[CH:34]=[CH:35][C:36]([CH2:39][CH:40]([CH3:41])[CH3:42])=[CH:37][CH:38]=1)[O:1][C:2]1[CH:26]=[CH:25][C:5]([C:6]([C:8]2[C:16]3[C:11](=[CH:12][CH:13]=[CH:14][CH:15]=3)[N:10]([CH2:17][CH2:18][CH2:19][C:20]([O:22][CH2:23][CH3:24])=[O:21])[CH:9]=2)=[O:7])=[CH:4][CH:3]=1 |f:2.3.4|. Procedure: A mixture of ethyl 4-[3-(4-hydroxybenzoyl)indol-1-yl]butyrate (0.50 g), 1-bromo-2,2-dimethyl-1-(4isobutylphenyl)propane (0.74 g) and potassium carbonate (0.59 g) in N,N-dimethylformamide (10 ml) was stirred at 60° C. for 20 hours. The reaction mixture was filtered, and the filtrate was poured into a mixture of ethyl acetate and 0.5N hydrochloric acid. The organic layer was separated, washed with water, and dried over magnesium sulfate. After evaporation of the solvent, the residue was purified b...